This data is from the Open Reaction Database (ORD), a public repository of structured organic reaction records. The task is: describe an organic reaction: reactants, conditions, products, and yield The reactants are C1(=CC=CC=C1)C=1C=C(N2C1C=CC(C=C2)=O)N2CCN(CC2)CCOC2OCCCC2 (1-phenyl-3-[4-(2-tetrahydropyranyloxyethyl)-1-piperazinyl]-7H-pyrrolo[1,2-a]azepin-7-one). Reaction conditions: temperature 20 celsius, time 12 hour. Reported procedure: To a solution of 1-phenyl-3-[4-(2-tetrahydropyranyloxyethyl)-1-piperazinyl]-7H-pyrrolo[1,2-a]azepin-7-one (1.5 g) in chloroform (15 cc) and methanol (15 cc), 11.5M aqueous hydrochloric acid solution (1 cc) is added and the mixture is stirred at a temperature of about 20° C. for 12 hours. The solvents are evaporated off and the residue thereby obtained is dissolved in methylene chloride (50 cc). The solution is washed with 1N aqueous sodium hydroxide solution (25 cc) and twice with distilled wate... The product is OCCN1CCN(CC1)C1=CC(=C2N1C=CC(C=C2)=O)C2=CC=CC=C2 (3-[4-(2-Hydroxyethyl)-1-piperazinyl]-1-phenyl-7H-pyrrolo[1,2-a]azepin-7-one). The solvent is C(Cl)(Cl)Cl (chloroform), CO (methanol), Cl (hydrochloric acid), C(Cl)Cl (methylene chloride). Reaction SMILES: [C:1]1([C:7]2[CH:8]=[C:9]([N:18]3[CH2:23][CH2:22][N:21]([CH2:24][CH2:25][O:26]C4CCCCO4)[CH2:20][CH2:19]3)[N:10]3[CH:16]=[CH:15][C:14](=[O:17])[CH:13]=[CH:12][C:11]=23)[CH:6]=[CH:5][CH:4]=[CH:3][CH:2]=1>C(Cl)(Cl)Cl.CO.Cl.C(Cl)Cl>[OH:26][CH2:25][CH2:24][N:21]1[CH2:22][CH2:23][N:18]([C:9]2[N:10]3[CH:16]=[CH:15][C:14](=[O:17])[CH:13]=[CH:12][C:11]3=[C:7]([C:1]3[CH:6]=[CH:5][CH:4]=[CH:3][CH:2]=3)[CH:8]=2)[CH2:19][CH2:20]1. Yield: 23.2%. The product is CC=1N=C(C=2N=CN([C@H]3[C@](O)([C@](O)([C@@H](COC(C)=O)O3)C(C)=O)C(C)=O)C2N1)O (2-methyl-2',3',5'-O-triacetylinosine). Procedure details: 6 g of 5-amino-1-β-D-ribofuranosyl-4-imidazolecarboxamide was dissolved in 250 ml of 1N sodium ethoxide. 20 ml of ethyl acetate was added thereto, and the reaction mixture was heated for 3 hours at 120° C. After the solution was neutralized and desalted, 70 ml of acetic anhydride and 70 ml of pyridine were added thereto and the solution was stirred for 12 hours at room temperature. The solvent was distilled off under reduced pressure to give 9 g of 2-methyl-2',3',5'-O-triacetylinosine (yield: 95... Reaction conditions: temperature 120 celsius, time 12 hour. The reactants are NC1=C(N=CN1[C@H]1[C@H](O)[C@H](O)[C@H](O1)CO)C(=O)N (5-amino-1-β-D-ribofuranosyl-4-imidazolecarboxamide), [O-]CC.[Na+] (sodium ethoxide), C(C)(=O)OC(C)=O (acetic anhydride), N1=CC=CC=C1 (pyridine), C(C)(=O)OCC (ethyl acetate). The yield is 95.0%. As a reaction SMILES: [NH2:1][C:2]1[N:6]([C@@H:7]2[O:13][C@H:12]([CH2:14][OH:15])[C@@H:10]([OH:11])[C@H:8]2[OH:9])[CH:5]=[N:4][C:3]=1[C:16]([NH2:18])=[O:17].C([O:22][CH2:23][CH3:24])(=O)C.C(O[C:29](=[O:31])[CH3:30])(=O)C.N1C=CC=[CH:34][CH:33]=1.[O-:38][CH2:39][CH3:40].[Na+]>>[CH3:33][C:34]1[N:18]=[C:16]([OH:17])[C:3]2[N:4]=[CH:5][N:6]([C:2]=2[N:1]=1)[C@@H:7]1[O:13][C@H:12]([CH2:14][O:15][C:39](=[O:38])[CH3:40])[C@@:10]([C:29](=[O:31])[CH3:30])([OH:11])[C@@:8]1([C:23](=[O:22])[CH3:24])[OH:9] |f:4.5|. Reactants: C(C)(C)(C)N(N)C(C1=CC=CC=C1)=O (N'-t-butyl-N'-benzoylhydrazine), C1(=CC=CC=C1)S(=O)(=O)Cl (Benzenesulfonyl chloride). Solvent: N1=CC=CC=C1 (pyridine), C(C)OCC (diethyl ether). Run at time 2 hour. The product is C(C)(C)(C)N(NS(=O)(=O)C1=CC=CC=C1)C(C1=CC=CC=C1)=O (N'-t-butyl-N-benzenesulfonyl-N'-benzoylhydrazine). RXN SMILES: [C:1]([N:5]([C:7](=[O:14])[C:8]1[CH:13]=[CH:12][CH:11]=[CH:10][CH:9]=1)[NH2:6])([CH3:4])([CH3:3])[CH3:2].[C:15]1([S:21](Cl)(=[O:23])=[O:22])[CH:20]=[CH:19][CH:18]=[CH:17][CH:16]=1>N1C=CC=CC=1.C(OCC)C>[C:1]([N:5]([C:7](=[O:14])[C:8]1[CH:9]=[CH:10][CH:11]=[CH:12][CH:13]=1)[NH:6][S:21]([C:15]1[CH:20]=[CH:19][CH:18]=[CH:17][CH:16]=1)(=[O:23])=[O:22])([CH3:4])([CH3:2])[CH3:3]. Procedure: N'-t-butyl-N'-benzoylhydrazine (0.4 g) was stirred in pyridine (3 ml) at room temperature. Benzenesulfonyl chloride (0.5 g) was added slowly, dropwise and stirred for 2 hours, diluted with diethyl ether (20 ml) and washed several times with a 10% HCl solution and then water. The organic layer was dried over magnesium sulfate, filtered and the solvent rotavapped off to afford a white solid in good yield. Reactants: O=c1[nH]c2cc(Br)ccc2c2c1CCC2, C=C[Sn](CCCC)(CCCC)CCCC, c1ccc(P(c2ccccc2)(c2ccccc2)[Pd](P(c2ccccc2)(c2ccccc2)c2ccccc2)(P(c2ccccc2)(c2ccccc2)c2ccccc2)P(c2ccccc2)(c2ccccc2)c2ccccc2)cc1. The product is C=Cc1ccc2c3c(c(=O)[nH]c2c1)CCC3. Reaction SMILES: [Br:1][c:2]1[cH:3][cH:4][c:5]2[c:6]3[c:7]([c:8](=[O:12])[nH:9][c:10]2[cH:11]1)[CH2:13][CH2:14][CH2:15]3.[CH:16](=[CH2:17])[Sn:18]([CH2:19][CH2:20][CH2:21][CH3:22])([CH2:23][CH2:24][CH2:25][CH3:26])[CH2:27][CH2:28][CH2:29][CH3:30].[cH:31]1[cH:32][cH:33][c:34]([P:35]([Pd:36]([P:37]([c:38]2[cH:39][cH:40][cH:41][cH:42][cH:43]2)([c:44]2[cH:45][cH:46][cH:47][cH:48][cH:49]2)[c:50]2[cH:51][cH:52][cH:53][cH:54][cH:55]2)([P:56]([c:57]2[cH:58][cH:59][cH:60][cH:61][cH:62]2)([c:63]2[cH:64][cH:65][cH:66][cH:67][cH:68]2)[c:69]2[cH:70][cH:71][cH:72][cH:73][cH:74]2)[P:75]([c:76]2[cH:77][cH:78][cH:79][cH:80][cH:81]2)([c:82]2[cH:83][cH:84][cH:85][cH:86][cH:87]2)[c:88]2[cH:89][cH:90][cH:91][cH:92][cH:93]2)([c:94]2[cH:95][cH:96][cH:97][cH:98][cH:99]2)[c:100]2[cH:101][cH:102][cH:103][cH:104][cH:105]2)[cH:106][cH:107]1>>[c:2]1([CH:16]=[CH2:17])[cH:3][cH:4][c:5]2[c:6]3[c:7]([c:8](=[O:12])[nH:9][c:10]2[cH:11]1)[CH2:13][CH2:14][CH2:15]3. The reactants are (1S,2RS,5S,6S,7R)-2-hydroxy-3-methylene-6-[(E,3S)-3-t-butyldimethylsilyloxy- 1-octenyl], OC1[C@H]2C[C@H]([C@H]([C@H]2CC1=C)\C=C\[C@H](CCCCC)O[Si](C)(C)C(C)(C)C)O[Si](C)(C)C(C)(C)C ((1S,2RS,5S,-6S,7 R)-2-hydroxy-3-methylene-6-[(E,3S)-3-t-butyldimethylsilyloxy- 1-octenyl) -7-t-butyldimethylsilyloxybicyclo[3.3.0]octane), C1(=CC=C(C=C1)S(=O)(=O)Cl)C (p-toluenesulfonyl chloride). Product: C1(=CC=C(C=C1)S(=O)(=O)OC1[C@H]2C[C@H]([C@H]([C@H]2CC1=C)\C=C\[C@H](CCCCC)O[Si](C)(C)C(C)(C)C)O[Si](C)(C)C(C)(C)C)C ((1S,2RS,5S,6S,7R)-2-p-toluenesulfonyloxy-3-methylene-6-[(E,3S)-3-t-butyldimethylsilyloxy-l-octenyl]-7-t-butyldimethylsilyloxybicyclo[3.3.0]octane). Isolated yield 77.1%. RXN SMILES: [OH:1][CH:2]1[C:9](=[CH2:10])[CH2:8][C@H:7]2[C@@H:3]1[CH2:4][C@@H:5]([O:27][Si:28]([C:31]([CH3:34])([CH3:33])[CH3:32])([CH3:30])[CH3:29])[C@H:6]2/[CH:11]=[CH:12]/[C@@H:13]([O:19][Si:20]([C:23]([CH3:26])([CH3:25])[CH3:24])([CH3:22])[CH3:21])[CH2:14][CH2:15][CH2:16][CH2:17][CH3:18].[C:35]1([CH3:45])[CH:40]=[CH:39][C:38]([S:41](Cl)(=[O:43])=[O:42])=[CH:37][CH:36]=1>>[C:35]1([CH3:45])[CH:40]=[CH:39][C:38]([S:41]([O:1][CH:2]2[C:9](=[CH2:10])[CH2:8][C@H:7]3[C@@H:3]2[CH2:4][C@@H:5]([O:27][Si:28]([C:31]([CH3:33])([CH3:32])[CH3:34])([CH3:29])[CH3:30])[C@H:6]3/[CH:11]=[CH:12]/[C@@H:13]([O:19][Si:20]([C:23]([CH3:24])([CH3:25])[CH3:26])([CH3:21])[CH3:22])[CH2:14][CH2:15][CH2:16][CH2:17][CH3:18])(=[O:43])=[O:42])=[CH:37][CH:36]=1. Procedure details: In the same way as in Example 8, (1S,2RS,5S,6S,7R)-2-hydroxy-3-methylene-6-[(E,3S)-3-t-butyldimethylsilyloxy- 1-octenyl]-7-t-butyldinmethylsilyloxybicyclo[3.3.0]octane (178 mg, 0.35 mmole) obtained in Example 3 was reacted with p-toluenesulfonyl chloride (133 mg, 0.70 mmole). The reaction mixture was worked up and column-chromatographed to give (1S,2RS,5S,6S,7R)-2-p-toluenesulfonyloxy-3-methylene-6-[(E,3S)-3-t-butyldimethylsilyloxy-l-octenyl]-7-t-butyldimethylsilyloxybicyclo[3.3.0]octane (179 mg... The reactants are C(C)(=O)O[BH-](OC(C)=O)OC(C)=O.[Na+] (Sodium triacetoxyborohydride), N1CC(CCC1)OC=1C=C2C=CNC(C2=CC1)=O (6-(piperidin-3-yloxy)-2H-isoquinolin-1-one), C(C)(=O)O (acetic acid), C(C)=O (acetaldehyde). The product is C(C)N1CC(CCC1)OC=1C=C2C=CNC(C2=CC1)=O (6-(1-ethyl-piperidin-3-yloxy)-2H-isoquinolin-1-one). The solvent is CN(C=O)C (N, N-dimethylformamide). Reaction SMILES: [C:1](O[BH-](OC(=O)C)OC(=O)C)(=O)[CH3:2].[Na+].[NH:15]1[CH2:20][CH2:19][CH2:18][CH:17]([O:21][C:22]2[CH:23]=[C:24]3[C:29](=[CH:30][CH:31]=2)[C:28](=[O:32])[NH:27][CH:26]=[CH:25]3)[CH2:16]1.C(O)(=O)C.C(=O)C>CN(C)C=O>[CH2:1]([N:15]1[CH2:20][CH2:19][CH2:18][CH:17]([O:21][C:22]2[CH:23]=[C:24]3[C:29](=[CH:30][CH:31]=2)[C:28](=[O:32])[NH:27][CH:26]=[CH:25]3)[CH2:16]1)[CH3:2] |f:0.1|. Procedure details: Sodium triacetoxyborohydride (45 mg, 1.8 mol) was added to a solution of 6-(piperidin-3-yloxy)-2H-isoquinolin-1-one (30 mg, 0.12 mmol), acetic acid (100 μl) and acetaldehyde (50 μl or 50 mg) in N, N-dimethylformamide (500 μl) and shaken for 17 hours. The reaction was quenched with water and methanol and passed down an SCX cartridge. The product was purified by preparative HPLC under basic conditions. The clean products were isolated by evaporation under reduced pressure to give 6-(1-ethyl-piperi... Reaction conditions: time 17 hour.